From a dataset of the Open Reaction Database (ORD), a public repository of structured organic reaction records. describe an organic reaction: reactants, conditions, products, and yield Reactants: C(=C)OCCON (O-(2-Vinyloxy-ethyl)-hydroxylamine), N-N-diisopropylethylamine, CCN=C=NCCCN(C)C (EDCI), C=1C=CC2=C(C1)N=NN2O (HOBt), COC(=O)C1=C(C=2N(C=C1)C=NC2)NC2=C(C=C(C=C2)Br)F (8-(4-bromo-2-fluoro-phenylamino)-imidazo[1,5-a]pyridine-7-carboxylic acid methyl ester), aqueous solution, [OH-].[Na+] (sodium hydroxide). Run in C(C)(=O)OCC (ethyl acetate), IMS. Run at temperature 65 celsius, time 18 hour. Yields the product C(=C)OCCONC(=O)C1=C(C=2N(C=C1)C=NC2)NC2=C(C=C(C=C2)Br)F (8-(4-Bromo-2-fluoro-phenylamino)-imidazo[1,5-a]pyridine-7-carboxylic acid (2-vinyloxy-ethoxy)-amide). Yield: 65.6%. RXN SMILES: CO[C:3]([C:5]1[CH:10]=[CH:9][N:8]2[CH:11]=[N:12][CH:13]=[C:7]2[C:6]=1[NH:14][C:15]1[CH:20]=[CH:19][C:18]([Br:21])=[CH:17][C:16]=1[F:22])=[O:4].[OH-].[Na+].[CH:25]([O:27][CH2:28][CH2:29][O:30][NH2:31])=[CH2:26].CCN=C=NCCCN(C)C.C1C=CC2N(O)N=NC=2C=1>C(OCC)(=O)C>[CH:25]([O:27][CH2:28][CH2:29][O:30][NH:31][C:3]([C:5]1[CH:10]=[CH:9][N:8]2[CH:11]=[N:12][CH:13]=[C:7]2[C:6]=1[NH:14][C:15]1[CH:20]=[CH:19][C:18]([Br:21])=[CH:17][C:16]=1[F:22])=[O:4])=[CH2:26] |f:1.2|. Procedure details: To a solution of 8-(4-bromo-2-fluoro-phenylamino)-imidazo[1,5-a]pyridine-7-carboxylic acid methyl ester (50 mg, 0.14 mmol) in IMS (3 mL) was added a 1.0 M aqueous solution of sodium hydroxide (0.3 mL, 0.3 mmol). The reaction mixture was heated at 65° C. for 2 hours and then cooled to room temperature and concentrated in vacuo. The resulting residue was azeotroped with toluene, and then suspended in THF (3 mL). O-(2-Vinyloxy-ethyl)-hydroxylamine (29 mg, 0.28 mmol), N-N-diisopropylethylamine (0.10...